From a dataset of the Open Reaction Database (ORD), a public repository of structured organic reaction records. describe an organic reaction: reactants, conditions, products, and yield Reactants: CC(NC(=O)OC(C)(C)C)C(=O)O, CCN=C=NCCCN(C)C, CN(C)c1ccncc1, ClCCl, Cl, C#CC(O)I. Yields the product C#CC(I)OC(=O)C(C)NC(=O)OC(C)(C)C. Reaction SMILES: [C:1]([CH3:2])([CH3:3])([CH3:4])[O:5][C:6](=[O:7])[NH:8][CH:9]([CH3:10])[C:11](=[O:12])[OH:13].[CH3:20][N:21]([CH3:22])[CH2:23][CH2:24][CH2:25][N:26]=[C:27]=[N:28][CH2:29][CH3:30].[CH3:34][N:35]([CH3:36])[c:37]1[cH:38][cH:39][n:40][cH:41][cH:42]1.[Cl:31][CH2:32][Cl:33].[ClH:19].[I:14][CH:15]([C:16]#[CH:17])[OH:18]>>[C:1]([CH3:2])([CH3:3])([CH3:4])[O:5][C:6](=[O:7])[NH:8][CH:9]([CH3:10])[C:11]([O:12][CH:15]([I:14])[C:16]#[CH:17])=[O:13]. Starting materials: BrC=1C=CC(=C(C1)C1C2(C(NC(C1)=O)C1=C(C=CC(=C1)Cl)C)C(NC1=CC(=CC=C12)Cl)=O)OCC1(COC1)C (racemic (2′S,3S,4′R)-4′-[5-bromo-2-(3-methyl-oxetan-3-ylmethoxy)-phenyl]-6-chloro-2′-(5-chloro-2-methyl-phenyl)-spiro[3H-indole-3,3′-piperidine]-2,6′(1H)-dione), COB(OC)C#C[Si](C)(C)C (trimethylsilylacetylene boronic acid dimethyl ester), [O-]P(=O)([O-])[O-].[K+].[K+].[K+] (K3PO4). Reagents/catalysts: C=1C=CC(=CC1)[P](C=2C=CC=CC2)(C=3C=CC=CC3)[Pd]([P](C=4C=CC=CC4)(C=5C=CC=CC5)C=6C=CC=CC6)([P](C=7C=CC=CC7)(C=8C=CC=CC8)C=9C=CC=CC9)[P](C=1C=CC=CC1)(C=1C=CC=CC1)C=1C=CC=CC1 (Pd(PPh3)4). Solvent: C1CCOC1 (THF). Conditions: temperature 80 celsius. Yields the product ClC1=CC=C2C(=C1)NC(C21C(NC(CC1C1=C(C=CC(=C1)C#C[Si](C)(C)C)OCC1(COC1)C)=O)C1=C(C=CC(=C1)Cl)C)=O (racemic (2′S,3S,4′R)-6-chloro-2′-(5-chloro-2-methyl-phenyl)-4′-[2-(3-methyl-oxetan-3-ylmethoxy)-5-trimethylsilanylethynyl-phenyl]spiro[3H-indole-3,3′-piperidine]-2,6′(1H)-dione). As a reaction SMILES: Br[C:2]1[CH:3]=[CH:4][C:5]([O:33][CH2:34][C:35]2([CH3:39])[CH2:38][O:37][CH2:36]2)=[C:6]([CH:8]2[CH2:13][C:12](=[O:14])[NH:11][CH:10]([C:15]3[CH:20]=[C:19]([Cl:21])[CH:18]=[CH:17][C:16]=3[CH3:22])[C:9]32[C:30]2[C:25](=[CH:26][C:27]([Cl:31])=[CH:28][CH:29]=2)[NH:24][C:23]3=[O:32])[CH:7]=1.COB([C:45]#[C:46][Si:47]([CH3:50])([CH3:49])[CH3:48])OC.[O-]P([O-])([O-])=O.[K+].[K+].[K+]>C1COCC1.C1C=CC([P]([Pd]([P](C2C=CC=CC=2)(C2C=CC=CC=2)C2C=CC=CC=2)([P](C2C=CC=CC=2)(C2C=CC=CC=2)C2C=CC=CC=2)[P](C2C=CC=CC=2)(C2C=CC=CC=2)C2C=CC=CC=2)(C2C=CC=CC=2)C2C=CC=CC=2)=CC=1>[Cl:31][C:27]1[CH:26]=[C:25]2[NH:24][C:23](=[O:32])[C:9]3([CH:8]([C:6]4[CH:7]=[C:2]([C:45]#[C:46][Si:47]([CH3:48])([CH3:49])[CH3:50])[CH:3]=[CH:4][C:5]=4[O:33][CH2:34][C:35]4([CH3:39])[CH2:38][O:37][CH2:36]4)[CH2:13][C:12](=[O:14])[NH:11][CH:10]3[C:15]3[CH:20]=[C:19]([Cl:21])[CH:18]=[CH:17][C:16]=3[CH3:22])[C:30]2=[CH:29][CH:28]=1 |f:2.3.4.5,^1:67,69,88,107|. Procedure: To a mixture of racemic (2′S,3S,4′R)-4′-[5-bromo-2-(3-methyl-oxetan-3-ylmethoxy)-phenyl]-6-chloro-2′-(5-chloro-2-methyl-phenyl)-spiro[3H-indole-3,3′-piperidine]-2,6′(1H)-dione (50 mg, 0.08 mmol), trimethylsilylacetylene boronic acid dimethyl ester (0.7 M, 0.7 mL, 0.49 mmol) and K3PO4 (100 mg, 0.48 mmol) in THF was added Pd(PPh3)4 (15 mg) under argon. The reaction mixture was heated at 80° C. for 20 h, purified by prep-HPLC to give the title compound as a white solid. Reactants: NC1=C2C=CC(=NC2=CC=C1)Cl (5-Amino-2-chloroquinoline), FC1=CC=C(C=C1)S(=O)(=O)Cl (4-fluorobenzenesulphonylchloride). Run in N1=CC=CC=C1 (pyridine). Reaction conditions: time 8 hour. The product is ClC1=NC2=CC=CC(=C2C=C1)NS(=O)(=O)C1=CC=C(C=C1)F (N-(2-Chloro-quinolin-5-yl)-4-fluoro-benzenesulfonamide), solid. Isolated yield 40.0%. As a reaction SMILES: [NH2:1][C:2]1[CH:11]=[CH:10][CH:9]=[C:8]2[C:3]=1[CH:4]=[CH:5][C:6]([Cl:12])=[N:7]2.[F:13][C:14]1[CH:19]=[CH:18][C:17]([S:20](Cl)(=[O:22])=[O:21])=[CH:16][CH:15]=1>N1C=CC=CC=1>[Cl:12][C:6]1[CH:5]=[CH:4][C:3]2[C:8](=[CH:9][CH:10]=[CH:11][C:2]=2[NH:1][S:20]([C:17]2[CH:18]=[CH:19][C:14]([F:13])=[CH:15][CH:16]=2)(=[O:22])=[O:21])[N:7]=1. Reported procedure: 5-Amino-2-chloroquinoline (1.0 g, 5.6 mmol) was dissolved in 10 mL pyridine and 4-fluorobenzenesulphonylchloride (1.1 g, 5.7 mmol) was added. The reaction mixture was stirred at room temperature overnight and quenched by addition of 100 mL water and 6.8 mL acetic acid. The mixture was extracted three times with ethyl acetate (100 mL each). The organic phases ware pooled, dried with sodium sulfate, filtered and evaporated. The residue was purified by flash chromatography on silica gel (cyclohexan...